This data is from the Open Reaction Database (ORD), a public repository of structured organic reaction records. The task is: describe an organic reaction: reactants, conditions, products, and yield Reactants: OCC1CSC2=C(O1)C1=CC=CC=C1C(C2=O)=O (2-(hydroxymethyl)-2,3-dihydronaphtho[1,2-b][1,4]oxathiine-5,6-dione), C1(=CC=CC=C1)P(C1=CC=CC=C1)C1=CC=CC=C1 (triphenylphosphine), N1=CC(=CC=C1)O (pyridin-3-ol), N(=N/C(=O)OCC)/C(=O)OCC (diethyl (Z)-diazene-1,2-dicarboxylate). Solvent: O1CCCC1 (tetrahydrofuran). Conditions: time 8 hour. Product: N1=CC(=CC=C1)OCC1CSC2=C(O1)C1=CC=CC=C1C(C2=O)=O (2-[(pyridin-3-yloxy)methyl]-2,3-dihydronaphtho[1,2-b][1,4]oxathiine-5,6-dione). Isolated yield 14.3%. Reaction SMILES: [OH:1][CH2:2][CH:3]1[O:8][C:7]2[C:9]3[C:14]([C:15](=[O:18])[C:16](=[O:17])[C:6]=2[S:5][CH2:4]1)=[CH:13][CH:12]=[CH:11][CH:10]=3.C1(P(C2C=CC=CC=2)C2C=CC=CC=2)C=CC=CC=1.[N:38]1[CH:43]=[CH:42][CH:41]=[C:40](O)[CH:39]=1.N(/C(OCC)=O)=N/C(OCC)=O>O1CCCC1>[N:38]1[CH:43]=[CH:42][CH:41]=[C:40]([O:1][CH2:2][CH:3]2[O:8][C:7]3[C:9]4[C:14]([C:15](=[O:18])[C:16](=[O:17])[C:6]=3[S:5][CH2:4]2)=[CH:13][CH:12]=[CH:11][CH:10]=4)[CH:39]=1. Procedure: To a solution of 2-(hydroxymethyl)-2,3-dihydronaphtho[1,2-b][1,4]oxathiine-5,6-dione (0.35 g, 1.34 mmol) in tetrahydrofuran (10.0 mL) was added triphenylphosphine (1.4 g, 5.34 mmol) and pyridin-3-ol (0.507 g, 5.34 mmol) followed by diethyl (Z)-diazene-1,2-dicarboxylate (0.53 mL, 3.34 mmol). The reaction mixture was stirred at room temperature for 8 hours. The reaction was quenched by addition of water (30 mL). The aqueous layer was extracted with dichloromethane (2×20 mL). The organic extracts w... Reactants: N1N=CC=C1 (1H-pyrazole), BrC1=CC=C(C=C1)[N+](=O)[O-] (1-bromo-4-nitrobenzene). Product: [N+](=O)([O-])C1=CC=C(C=C1)N1N=CC=C1 (1-(4-nitro-phenyl)-1H-pyrazole). RXN SMILES: [NH:1]1[CH:5]=[CH:4][CH:3]=[N:2]1.Br[C:7]1[CH:12]=[CH:11][C:10]([N+:13]([O-:15])=[O:14])=[CH:9][CH:8]=1>>[N+:13]([C:10]1[CH:11]=[CH:12][C:7]([N:1]2[CH:5]=[CH:4][CH:3]=[N:2]2)=[CH:8][CH:9]=1)([O-:15])=[O:14]. Reported procedure: Following General Procedure A (90° C., 30 hours), 1H-pyrazole (205 mg, 3.0 mmol) is coupled with 1-bromo-4-nitrobenzene (404 mg, 2.0 mmol). The crude brown oil is purified by flash chromatography on silica gel (eluent: dichloromethane/hexanes=50/50) to provide 340 mg (90% isolated yield) of the desired product as a yellow solid. The product is N#Cc1c(N)sc(C=O)c1Cl. Reaction SMILES: [CH3:1][N:2]([CH3:3])[CH:15]=[N:4][c:5]1[s:6][c:7]([CH:13]=[O:14])[c:8]([Cl:12])[c:9]1[C:10]#[N:11].[CH:16]([OH:17])=[O:18].[OH2:19]>>[NH2:4][c:5]1[s:6][c:7]([CH:13]=[O:14])[c:8]([Cl:12])[c:9]1[C:10]#[N:11]. Reactants: CN(C)C=Nc1sc(C=O)c(Cl)c1C#N, O=CO, O. Reactants: OC1=CC=C(C=C1)NC(CC1NC2=CC=CC=C2NC1=O)=O (N-(4-hydroxyphenyl)-2-(3-oxo-1,2,3,4-tetrahydro-2-quinoxalinyl)acetamide), CN(C(=O)Cl)C1=CC=CC=C1 (N-methyl-N-phenylcarbamoyl chloride), crude product. Product: O=C1C(NC2=CC=CC=C2N1)CC(=O)NC1=CC=C(C=C1)OC(N(C1=CC=CC=C1)C)=O (Methyl-phenyl-carbamic acid 4-[2-(3-oxo-1,2,3,4-tetrahydro-quinoxalin-2-yl)-acetylamino]-phenyl ester). Reaction SMILES: [OH:1][C:2]1[CH:7]=[CH:6][C:5]([NH:8][C:9](=[O:22])[CH2:10][CH:11]2[C:20](=[O:21])[NH:19][C:18]3[C:13](=[CH:14][CH:15]=[CH:16][CH:17]=3)[NH:12]2)=[CH:4][CH:3]=1.[CH3:23][N:24]([C:28]1[CH:33]=[CH:32][CH:31]=[CH:30][CH:29]=1)[C:25](Cl)=[O:26]>>[O:21]=[C:20]1[NH:19][C:18]2[C:13](=[CH:14][CH:15]=[CH:16][CH:17]=2)[NH:12][CH:11]1[CH2:10][C:9]([NH:8][C:5]1[CH:6]=[CH:7][C:2]([O:1][C:25](=[O:26])[N:24]([CH3:23])[C:28]2[CH:33]=[CH:32][CH:31]=[CH:30][CH:29]=2)=[CH:3][CH:4]=1)=[O:22]. Procedure details: The title product was prepared from N-(4-hydroxyphenyl)-2-(3-oxo-1,2,3,4-tetrahydro-2-quinoxalinyl)acetamide and N-methyl-N-phenylcarbamoyl chloride. The crude product was subjected to preparative HPLC (20%, yellow solid). HPLC-MS: m/z=431.2 (M+1); Rt: 3.55 min. The reactants are C(#N)C1=CC=C(CBr)C=C1 (4-cyanobenzyl bromide), NCC(=O)OC(C)(C)C (tert-butyl glycinate). Yields the product C(#N)C1=CC=C(CNCC(=O)OC(C)(C)C)C=C1 (tert-butyl N-(4-cyanobenzyl)glycinate). Reaction SMILES: [C:1]([C:3]1[CH:10]=[CH:9][C:6]([CH2:7]Br)=[CH:5][CH:4]=1)#[N:2].[NH2:11][CH2:12][C:13]([O:15][C:16]([CH3:19])([CH3:18])[CH3:17])=[O:14]>>[C:1]([C:3]1[CH:10]=[CH:9][C:6]([CH2:7][NH:11][CH2:12][C:13]([O:15][C:16]([CH3:19])([CH3:18])[CH3:17])=[O:14])=[CH:5][CH:4]=1)#[N:2]. Reported procedure: The title compound was prepared following the general procedure 10, starting from 4-cyanobenzyl bromide and tert-butyl glycinate. It was isolated as a colorless oil. 1H NMR (DMSO-d6, 300 MHz) δ 7.78 (d, J=8.3 Hz, 2H), 7.52 (d, J=8.3 Hz, 2H), 3.79 (s, 2H), 3.19 (s, 2H), 2.60 (br s, 1H), 1.41 (s, 9H). HPLC (Method A) Rt 2.17 min (Purity: 97.2%). Starting materials: OC1CCC(N1)=O (5-hydroxy-pyrrolidin-2-one), C(CCCC)O (1-pentanol). The product is C(CCCC)OC1CCC(N1)=O (5-pentyloxy-pyrrolidin-2-one). As a reaction SMILES: [OH:1][CH:2]1[NH:6][C:5](=[O:7])[CH2:4][CH2:3]1.[CH2:8](O)[CH2:9][CH2:10][CH2:11][CH3:12]>>[CH2:8]([O:1][CH:2]1[NH:6][C:5](=[O:7])[CH2:4][CH2:3]1)[CH2:9][CH2:10][CH2:11][CH3:12]. Procedure: 2.5 g of 5-hydroxy-pyrrolidin-2-one and 1.25 g of Amberlite IR 120H are heated to 65° C. for 3 hours in 55 cm3 of 1-pentanol. The resin is filtered off, and the remainder is distilled under reduced pressure at a temperature of 22° C./24° C. under 0.5 mbar. The residue is chromatographed on silica (eluent: ethyl acetate), and 2.68 g of the expected product is obtained. m.p. 42°-43° C. The reactants are C(C)OC(=O)C1=CNC=2CCCC=3C(C12)=NN(C3)CCOS(=O)(=O)C (2-(2-methanesulfonyloxy-ethyl)-4,5,6,7-tetrahydro-2H-1,2,7-triaza-cyclopenta[e]azulene-9-carboxylic acid ethyl ester), C(C)NCC (diethylamine), C(=O)([O-])[O-].[K+].[K+] (K2CO3). The solvent is CC#N (CH3CN). Reaction conditions: temperature 83 celsius, time 8 hour. The product is C(C)OC(=O)C1=CNC=2CCCC=3C(C12)=NN(C3)CCN(CC)CC (2-(2-diethylamino-ethyl)-4,5,6,7-tetrahydro-2H-1,2,7-triaza-cyclopenta [e]azulene-9-carboxylic acid ethyl ester). The yield is 72.0%. As a reaction SMILES: [CH2:1]([O:3][C:4]([C:6]1[C:15]2[C:14]3=[N:16][N:17]([CH2:19][CH2:20]OS(C)(=O)=O)[CH:18]=[C:13]3[CH2:12][CH2:11][CH2:10][C:9]=2[NH:8][CH:7]=1)=[O:5])[CH3:2].[CH2:26]([NH:28][CH2:29][CH3:30])[CH3:27].C([O-])([O-])=O.[K+].[K+]>CC#N>[CH2:1]([O:3][C:4]([C:6]1[C:15]2[C:14]3=[N:16][N:17]([CH2:19][CH2:20][N:28]([CH2:29][CH3:30])[CH2:26][CH3:27])[CH:18]=[C:13]3[CH2:12][CH2:11][CH2:10][C:9]=2[NH:8][CH:7]=1)=[O:5])[CH3:2] |f:2.3.4|. Procedure details: To a solution of 2-(2-methanesulfonyloxy-ethyl)-4,5,6,7-tetrahydro-2H-1,2,7-triaza-cyclopenta[e]azulene-9-carboxylic acid ethyl ester (158 mg, 0.43 mmol) in CH3CN is added excess diethylamine (>3 eq) and excess K2CO3. The reaction mixture is stirred overnight at 83° C. in a sealed tube. The reaction mixture is then extracted with CH2Cl2 and washed with water. The aqueous wash is then extracted twice more with CH2Cl2. The combined extracts are dried over K2CO3 and concentrated. The crude material... The reactants are BrC=1C=C(CC2=NN3C(NC(C4=CC=CC=C34)=O)=C2)C=CC1 (2-(3-Bromobenzyl)pyrazolo[1,5-a]quinazolin-5(4H)-one), FC1=NC=CC(=C1)[Sn](CCCC)(CCCC)CCCC (2-fluoro-4-(tributylstannyl)pyridine), C1(=C(C=CC=C1)P(C1=C(C=CC=C1)C)C1=C(C=CC=C1)C)C (tri-o-tolylphosphine). Reagents/catalysts: C=1C=CC(=CC1)/C=C/C(=O)/C=C/C2=CC=CC=C2.C=1C=CC(=CC1)/C=C/C(=O)/C=C/C2=CC=CC=C2.C=1C=CC(=CC1)/C=C/C(=O)/C=C/C2=CC=CC=C2.[Pd].[Pd] (tris(dibenzylideneacetone)dipalladium(0)). The solvent is CN(C)C=O (DMF), CCOC(=O)C (EtOAc). Yields the product FC1=NC=CC(=C1)C=1C=C(CC2=NN3C(NC(C4=CC=CC=C34)=O)=C2)C=CC1 (2-[3-(2-Fluoropyridin-4-yl)benzyl]pyrazolo[1,5-a]quinazolin-5(4H)-one). As a reaction SMILES: Br[C:2]1[CH:3]=[C:4]([CH:20]=[CH:21][CH:22]=1)[CH2:5][C:6]1[CH:19]=[C:9]2[NH:10][C:11](=[O:18])[C:12]3[C:17]([N:8]2[N:7]=1)=[CH:16][CH:15]=[CH:14][CH:13]=3.[F:23][C:24]1[CH:29]=[C:28]([Sn](CCCC)(CCCC)CCCC)[CH:27]=[CH:26][N:25]=1.C1(C)C=CC=CC=1P(C1C=CC=CC=1C)C1C=CC=CC=1C>CN(C=O)C.CCOC(C)=O.C1C=CC(/C=C/C(/C=C/C2C=CC=CC=2)=O)=CC=1.C1C=CC(/C=C/C(/C=C/C2C=CC=CC=2)=O)=CC=1.C1C=CC(/C=C/C(/C=C/C2C=CC=CC=2)=O)=CC=1.[Pd].[Pd]>[F:23][C:24]1[CH:29]=[C:28]([C:2]2[CH:3]=[C:4]([CH:20]=[CH:21][CH:22]=2)[CH2:5][C:6]2[CH:19]=[C:9]3[NH:10][C:11](=[O:18])[C:12]4[C:17]([N:8]3[N:7]=2)=[CH:16][CH:15]=[CH:14][CH:13]=4)[CH:27]=[CH:26][N:25]=1 |f:5.6.7.8.9|. Procedure: A mixture of Example 61B (0.1 g, 0.282 mmol), 2-fluoro-4-(tributylstannyl)pyridine (0.11 g, 0.285 mmol) triethylamine (0.11 g, 1.1 mmol), tris(dibenzylideneacetone)dipalladium(0) (0.039 g, 0.01 mmol) and tri-o-tolylphosphine (0.007 g, 0.023 mmol) in DMF (2 mL) was heated at 100° C. for 6 hr. The mixture was diluted with EtOAc and washed with sat NaHCO3, H2O and brine, then evaporated. The residue was purified by chromatography on silica gel with 20% to 80% ethylacetate in hexane to provide the d... The reactants are [Br-].ClC1=CC=C(NC2=CC3=CC=CC=[N+]3C=C2)C=C1 (2-(4-chloroanilino)quinolizinium bromide). The solvent is [OH-].[Na+] (NaOH). Reaction conditions: time 30 minute. Yields the product ClC1=CC=C(C=C1)N=C1C=C2C=CC=CN2C=C1 (2-(4-Chlorophenylimino)-2H-quinolizine). As a reaction SMILES: [Br-].[Cl:2][C:3]1[CH:19]=[CH:18][C:6]([NH:7][C:8]2[CH:17]=[CH:16][N+:15]3[C:10](=[CH:11][CH:12]=[CH:13][CH:14]=3)[CH:9]=2)=[CH:5][CH:4]=1>[OH-].[Na+]>[Cl:2][C:3]1[CH:4]=[CH:5][C:6]([N:7]=[C:8]2[CH:17]=[CH:16][N:15]3[C:10]([CH:11]=[CH:12][CH:13]=[CH:14]3)=[CH:9]2)=[CH:18][CH:19]=1 |f:0.1,2.3|. Procedure: A suspension of 2-(4-chloroanilino)quinolizinium bromide (30 g., 0.09 mole) in 500 ml of 1N NaOH solution was warmed to 50° and stirred for 30 minutes. The crude product was removed by filtration and dried. The product (20 g., 87%) was recrystallized from ethanol to give material which melted at 183°-184°. The reactants are CCCCC(=O)Cl, CC(C)C(NCc1ccc(-c2ccccc2C#N)cc1)C(=O)OCc1ccccc1, CCN(C(C)C)C(C)C, Cl. Product: CCCCC(=O)N(Cc1ccc(-c2ccccc2C#N)cc1)C(C(=O)OCc1ccccc1)C(C)C. RXN SMILES: [C:41]([CH2:42][CH2:43][CH2:44][CH3:45])(=[O:46])[Cl:47].[CH2:2]([c:3]1[cH:4][cH:5][cH:6][cH:7][cH:8]1)[O:9][C:10]([CH:11]([NH:12][CH2:13][c:14]1[cH:15][cH:16][c:17](-[c:20]2[c:21]([C:26]#[N:27])[cH:22][cH:23][cH:24][cH:25]2)[cH:18][cH:19]1)[CH:28]([CH3:29])[CH3:30])=[O:31].[CH:32]([N:33]([CH:34]([CH3:35])[CH3:36])[CH2:37][CH3:38])([CH3:39])[CH3:40].[ClH:1]>>[CH2:2]([c:3]1[cH:4][cH:5][cH:6][cH:7][cH:8]1)[O:9][C:10]([CH:11]([N:12]([CH2:13][c:14]1[cH:15][cH:16][c:17](-[c:20]2[c:21]([C:26]#[N:27])[cH:22][cH:23][cH:24][cH:25]2)[cH:18][cH:19]1)[C:41]([CH2:42][CH2:43][CH2:44][CH3:45])=[O:46])[CH:28]([CH3:29])[CH3:30])=[O:31].